Dataset: the Open Reaction Database (ORD), a public repository of structured organic reaction records. Task: describe an organic reaction: reactants, conditions, products, and yield Reactants: Cc1nnc(-c2ccc(C)c(-c3ccc(C(=O)O)cc3)c2)o1, CCN=C=NCCCN(C)C, NC1CC1, ClCCl, Cl, O, On1nnc2ccccc21. Product: Cc1nnc(-c2ccc(C)c(-c3ccc(C(=O)NC4CC4)cc3)c2)o1. RXN SMILES: [CH3:1][c:2]1[c:3](-[c:14]2[cH:15][cH:16][c:17]([C:20](=[O:21])[OH:22])[cH:18][cH:19]2)[cH:4][c:5](-[c:8]2[o:9][c:10]([CH3:13])[n:11][n:12]2)[cH:6][cH:7]1.[CH3:28][N:29]([CH3:30])[CH2:31][CH2:32][CH2:33][N:34]=[C:35]=[N:36][CH2:37][CH3:38].[CH:23]1([NH2:26])[CH2:24][CH2:25]1.[Cl:49][CH2:50][Cl:51].[ClH:27].[OH2:52].[OH:39][n:40]1[c:41]2[cH:42][cH:43][cH:44][cH:45][c:46]2[n:47][n:48]1>>[CH3:1][c:2]1[c:3](-[c:14]2[cH:15][cH:16][c:17]([C:20](=[O:21])[NH:26][CH:23]3[CH2:24][CH2:25]3)[cH:18][cH:19]2)[cH:4][c:5](-[c:8]2[o:9][c:10]([CH3:13])[n:11][n:12]2)[cH:6][cH:7]1. Reactants: C(C1=CC=CC=C1)OC=1C=C(C=2C(C3=CC=CC=C3OC2C1)=O)O (3-benzyloxy-1-hydroxy-9H-xanthen-9-one), CI (methyl iodide), Cl (HCl), C(=O)([O-])[O-].[Cs+].[Cs+] (Cs2CO3). The solvent is CN(C)C=O (DMF), O (water), C(Cl)Cl (CH2Cl2). The product is C(C1=CC=CC=C1)OC=1C=C(C=2C(C3=CC=CC=C3OC2C1)=O)OC (3-benzyloxy-1-methoxy-9H-xanthen-9-one). Yield: 97.9%. As a reaction SMILES: [CH2:1]([O:8][C:9]1[CH:10]=[C:11]([OH:24])[C:12]2[C:13](=[O:23])[C:14]3[C:19]([O:20][C:21]=2[CH:22]=1)=[CH:18][CH:17]=[CH:16][CH:15]=3)[C:2]1[CH:7]=[CH:6][CH:5]=[CH:4][CH:3]=1.CI.[C:27]([O-])([O-])=O.[Cs+].[Cs+].Cl>O.C(Cl)Cl.CN(C=O)C>[CH2:1]([O:8][C:9]1[CH:10]=[C:11]([O:24][CH3:27])[C:12]2[C:13](=[O:23])[C:14]3[C:19]([O:20][C:21]=2[CH:22]=1)=[CH:18][CH:17]=[CH:16][CH:15]=3)[C:2]1[CH:7]=[CH:6][CH:5]=[CH:4][CH:3]=1 |f:2.3.4|. Procedure: The compound (0.40 g, 1.26 mmol) prepared in Step 1 of Example 9, methyl iodide (535.68 mg, 3.77 mmol), and DMF (10 mL) were charged to a dry round-bottom flask, and Cs2CO3 (0.82 g, 2.52 mmol) was added thereto with stirring. The reaction mixture was stirred at 50° C. for 3 hours. After the reaction was completed, the reaction liquid was transferred to an Erlenmeyer flask, and the reaction container was washed with methylene chloride. The reaction contents were combined and acidified with 2M-HCl... The reactants are C(C)(C)N(C(C)C)CC (N,N-diisopropylethylamine), ClC=1C=CC(=C(C#N)C1)N1CC2=C(N=CN=C2Cl)CC1 (5-chloro-2-(4-chloro-7,8-dihydropyrido[4,3-d]pyrimidin-6(5H)-yl)benzonitrile), COC1=NC=C(C=N1)[C@@H](C)N ((R)-1-(2-methoxypyrimidin-5-yl)ethanamine), Intermediate 16. Solvent: C(C)#N (acetonitrile). The product is ClC=1C=CC(=C(C#N)C1)N1CC2=C(N=CN=C2N[C@H](C)C=2C=NC(=NC2)OC)CC1 (5-Chloro-2-{4-[(R)-1-(2-methoxy-pyrimidin-5-yl)-ethylamino]-7,8-dihydro-5H-pyrido[4,3-d]pyrimidin-6-yl}-benzonitrile). As a reaction SMILES: [Cl:1][C:2]1[CH:3]=[CH:4][C:5]([N:10]2[CH2:20][CH2:19][C:13]3[N:14]=[CH:15][N:16]=[C:17](Cl)[C:12]=3[CH2:11]2)=[C:6]([CH:9]=1)[C:7]#[N:8].[CH3:21][O:22][C:23]1[N:28]=[CH:27][C:26]([C@H:29]([NH2:31])[CH3:30])=[CH:25][N:24]=1.C(N(CC)C(C)C)(C)C>C(#N)C>[Cl:1][C:2]1[CH:3]=[CH:4][C:5]([N:10]2[CH2:20][CH2:19][C:13]3[N:14]=[CH:15][N:16]=[C:17]([NH:31][C@@H:29]([C:26]4[CH:25]=[N:24][C:23]([O:22][CH3:21])=[N:28][CH:27]=4)[CH3:30])[C:12]=3[CH2:11]2)=[C:6]([CH:9]=1)[C:7]#[N:8]. Procedure details: A reaction mixture of 5-chloro-2-(4-chloro-7,8-dihydropyrido[4,3-d]pyrimidin-6(5H)-yl)benzonitrile (130 mg, 0.41 mmol) and (R)-1-(2-methoxypyrimidin-5-yl)ethanamine (85 mg, 0.55 mmol) (prepared similarly according to the method for Intermediate 16) in acetonitrile (3 mL) and N,N-diisopropylethylamine (140 μL, 0.83 mmol) was subjected to microwave irradiation at 180° C. for 3 h. The reaction mixture was concentrated and the residue was purified by semi-preparative HPLC (100×20.2 mm, C18 column; 3... The reactants are CN1C=NC2=C1C=C(C=C2)[N+](=O)[O-] (1-methyl-6-nitro-1H-1,3-benzimidazole). The reagents and catalysts are [Pd] (Pd/C). Run in C(C)O (ethanol). Reaction conditions: time 16 hour. Yields the product CN1C=NC2=C1C=C(C=C2)N (3-Methyl-3H-benzimidazol-5-ylamine). RXN SMILES: [CH3:1][N:2]1[C:6]2[CH:7]=[C:8]([N+:11]([O-])=O)[CH:9]=[CH:10][C:5]=2[N:4]=[CH:3]1>C(O)C.[Pd]>[CH3:1][N:2]1[C:6]2[CH:7]=[C:8]([NH2:11])[CH:9]=[CH:10][C:5]=2[N:4]=[CH:3]1. Procedure details: Pd/C (17 mg, 10%, with 50% water) was added into the suspension of 1-methyl-6-nitro-1H-1,3-benzimidazole (85.0 mg, 0.480 mmol) in ethanol (3 mL). The mixture was degassed and filled with H2. The mixture was stirred at rt under balloon pressure for 16 h. After that time, the mixture was filtered and concentrated in vacuo to obtain the title compound as pink crystals. 1H NMR (CD3OD, 400 MHz): δ=3.67 (s, 3H), 6.69-6.73 (m, 2H), 7.33 (dd, 1H, J=0.4 & 8.8 Hz), 7.77 (s, 1H). MS (ES+): m/z 148.16 (100)... The reactants are [Si](C)(C)(C(C)(C)C)Cl (tert-Butyldimethylsilyl chloride), CC1(C=2C=CC(=CC2C(CC1)(C)C)\C(=C/CO)\C)C (3-(5,5,8,8-Tetramethyl-5,6,7,8-tetrahydro-naphthalen-2-yl)-but-2Z-en-1-ol), N1C=NC=C1 (imidazole). The solvent is CN(C)C=O (DMF). Reaction conditions: time 16 hour. Yields the product C(C)(C)(C)[Si](OC\C=C(\C)/C1=CC=2C(CCC(C2C=C1)(C)C)(C)C)(C)C (tert-Butyldimethyl-[3-(5,5,8,8-tetramethyl-5,6,7,8-tetrahydronaphthalen-2-yl)-but-2Z-enyloxy]silane). Isolated yield 69.4%. Reaction SMILES: [Si:1](Cl)([C:4]([CH3:7])([CH3:6])[CH3:5])([CH3:3])[CH3:2].[CH3:9][C:10]1([CH3:27])[CH2:19][CH2:18][C:17]([CH3:21])([CH3:20])[C:16]2[CH:15]=[C:14](/[C:22](/[CH3:26])=[CH:23]\[CH2:24][OH:25])[CH:13]=[CH:12][C:11]1=2.N1C=CN=C1>CN(C=O)C>[C:4]([Si:1]([CH3:3])([CH3:2])[O:25][CH2:24]/[CH:23]=[C:22](\[C:14]1[CH:13]=[CH:12][C:11]2[C:10]([CH3:27])([CH3:9])[CH2:19][CH2:18][C:17]([CH3:21])([CH3:20])[C:16]=2[CH:15]=1)/[CH3:26])([CH3:7])([CH3:6])[CH3:5]. Procedure: tert-Butyldimethylsilyl chloride (2.7 g, 17.5 mmol) was added to the solution of Intermediate 2 (3 g, 11.6 mmol) and imidazole (1.6 g, 23.2 mmol) in 10 mL of DMF. The mixture was then stirred for 16 h at room temperature. After quenching with water, the mixture was extracted with ether (3×10 mL), washed with brine (1×10 mL), dried (MgSO4) and concentrated to give a crude brown oil. The crude product was purified by flash chromatography using 10% EtOAc in hexane to give the title compound (3 g, 7... Conditions: time 3 hour. Reaction SMILES: O=[C:2]1[C:7]([C:8]([O:10][CH3:11])=[O:9])=[CH:6][CH:5]=[CH:4][O:3]1.[F:12][C:13]1[CH:19]=[CH:18][C:16]([NH2:17])=[C:15]([CH3:20])[CH:14]=1.Cl.C(N=C=NCCCN(C)C)C.Cl>CN(C)C=O.CN(C)C1C=CN=CC=1>[F:12][C:13]1[CH:19]=[CH:18][C:16]([N:17]2[CH:4]=[CH:5][CH:6]=[C:7]([C:8]([O:10][CH3:11])=[O:9])[C:2]2=[O:3])=[C:15]([CH3:20])[CH:14]=1 |f:2.3|. Reagents/catalysts: CN(C1=CC=NC=C1)C (4-Dimethylaminopyridine). The yield is 7.9%. Starting materials: O=C1OC=CC=C1C(=O)OC (methyl 2-oxo-2H-pyran-3-carboxylate), FC1=CC(=C(N)C=C1)C (4-fluoro-2-methylaniline), Cl (Hydrochloric acid), Cl.C(C)N=C=NCCCN(C)C (1-ethyl-3-(3-dimethylaminopropyl)carbodiimide hydrochloride). Product: FC1=CC(=C(C=C1)N1C(C(=CC=C1)C(=O)OC)=O)C (methyl 1-(4-fluoro-2-methylphenyl)-2-oxo-1,2-dihydropyridine-3-carboxylate). Run in CN(C=O)C (N,N-dimethylformamide). Procedure: To a solution of methyl 2-oxo-2H-pyran-3-carboxylate (3 g, 19.5 mmol) in N,N-dimethylformamide, (18 mL) was added 4-fluoro-2-methylaniline (2.44 g, 19.5 mmol), and the mixture was stirred at room temperature for 3 hr. 4-Dimethylaminopyridine (119 mg, 0.974 mmol) and 1-ethyl-3-(3-dimethylaminopropyl)carbodiimide hydrochloride (4.48 g, 23.4 mmol) were added to the reaction mixture, and the mixture was further stirred at room temperature for 16 hr. 2N Hydrochloric acid was added to the reaction sol... Starting materials: 9.8M sodium methoxide methanol, C(Br)(Br)(Br)Br (carbon tetrabromide), C1(=CC=CC=C1)P(C1=CC=CC=C1)C1=CC=CC=C1 (triphenylphosphine), FC1=CC=C(C=C1)[C@H](C)NC1=NC(=CC(=C1)CO)NC1=NC=CN=C1 ((S)-{2-[1-(4-Fluorophenyl)ethylamino]-6-(pyrazin-2-ylamino)pyridin-4-yl}methanol). Run in C(Cl)Cl (methylene chloride), C(C)(=O)OCC (ethyl acetate). Reaction conditions: time 30 minute. The product is FC1=CC=C(C=C1)[C@H](C)NC1=NC(=CC(=C1)COC)NC1=NC=CN=C1 ((S)—N2-[1-(4-Fluorophenyl)ethyl]-4-(methoxymethyl)-N6-(pyrazin-2-yl)pyridine-2,6-diamine). The yield is 33.6%. As a reaction SMILES: [F:1][C:2]1[CH:7]=[CH:6][C:5]([C@@H:8]([NH:10][C:11]2[CH:16]=[C:15]([CH2:17][OH:18])[CH:14]=[C:13]([NH:19][C:20]3[CH:25]=[N:24][CH:23]=[CH:22][N:21]=3)[N:12]=2)[CH3:9])=[CH:4][CH:3]=1.[C:26](Br)(Br)(Br)Br.C1(P(C2C=CC=CC=2)C2C=CC=CC=2)C=CC=CC=1>C(Cl)Cl.C(OCC)(=O)C>[F:1][C:2]1[CH:7]=[CH:6][C:5]([C@@H:8]([NH:10][C:11]2[CH:16]=[C:15]([CH2:17][O:18][CH3:26])[CH:14]=[C:13]([NH:19][C:20]3[CH:25]=[N:24][CH:23]=[CH:22][N:21]=3)[N:12]=2)[CH3:9])=[CH:4][CH:3]=1. Procedure details: 20 mg of (S)-{2-[1-(4-fluorophenyl)ethylamino]-6-(pyrazin-2-ylamino)pyridin-4-yl}methanol (Example 140) was dissolved in methylene chloride, and 59 mg of carbon tetrabromide and 47 mg of triphenylphosphine were added under ice-cooling, and the mixture was stirred for 30 minutes. Subsequently, 90 μl of 9.8M sodium methoxide/methanol solution was added thereto, and the mixture was stirred overnight. The reaction solution was diluted with ethyl acetate and was washed in turn with water and brine an...